Task: describe an organic reaction: reactants, conditions, products, and yield. Dataset: the Open Reaction Database (ORD), a public repository of structured organic reaction records Reactants: B, Cc1ccc([N+](=O)[O-])c(C#N)c1C, Cl, C1CCOC1, C1CCOC1. Yields the product Cc1ccc([N+](=O)[O-])c(CN)c1C. RXN SMILES: [BH3:6].[CH3:7][c:8]1[c:9]([C:10]#[N:11])[c:12]([N+:17](=[O:18])[O-:19])[cH:13][cH:14][c:15]1[CH3:16].[ClH:20].[O:1]1[CH2:2][CH2:3][CH2:4][CH2:5]1.[O:21]1[CH2:22][CH2:23][CH2:24][CH2:25]1>>[CH3:7][c:8]1[c:9]([CH2:10][NH2:11])[c:12]([N+:17](=[O:18])[O-:19])[cH:13][cH:14][c:15]1[CH3:16].